Dataset: the Open Reaction Database (ORD), a public repository of structured organic reaction records. Task: describe an organic reaction: reactants, conditions, products, and yield Reactants: C1(=CC=CC=C1)C1=CC=C(C(=O)O)C=C1 (4-phenylbenzoic acid), ClC=1C=C(CN)C=CC1Cl (3,4-dichlorobenzylamine). Yields the product ClC=1C=C(CNC(=O)C2=CC=C(C=C2)C2=CC=CC=C2)C=CC1Cl (Biphenyl-4-carboxylic acid 3,4-dichloro-benzylamide). RXN SMILES: [C:1]1([C:7]2[CH:15]=[CH:14][C:10]([C:11]([OH:13])=O)=[CH:9][CH:8]=2)[CH:6]=[CH:5][CH:4]=[CH:3][CH:2]=1.[Cl:16][C:17]1[CH:18]=[C:19]([CH:22]=[CH:23][C:24]=1[Cl:25])[CH2:20][NH2:21]>>[Cl:16][C:17]1[CH:18]=[C:19]([CH:22]=[CH:23][C:24]=1[Cl:25])[CH2:20][NH:21][C:11]([C:10]1[CH:9]=[CH:8][C:7]([C:1]2[CH:2]=[CH:3][CH:4]=[CH:5][CH:6]=2)=[CH:15][CH:14]=1)=[O:13]. Procedure: Using preparation method 1, 4-phenylbenzoic acid (125 mg, 0.63 mmol) was reacted with 3,4-dichlorobenzylamine (123 mg, 0.7 mmol). The product was purified by flash chromatography on SiO2 using CH2Cl2/hexanes 50:50 then CH2Cl2 100%. White crystals were obtained (210 mg, 94%). NMR 1H (ppm, CDCl3): 7.87-7.82 (m, 2H), 7.67-7.56 (m, 4H), 7.48-7.36 (m, 5H), 7.19 (tt, J3=7.8 Hz, J4=2.1 Hz, 1H), 6.51 (br. s, 1H), 4.61 (m, 2). The reactants are C1(CCCC1)CC(C=1C=NC(=CC1)S(=O)(=O)C)C1=CC=2C(=NC=C(C2)C(=O)O)N1 (2-[2-cyclopentyl-1-(6-methanesulfonyl-pyridin-3-yl)-ethyl]-1H-pyrrolo[2,3-b]pyridin-5-carboxylic acid), NCCO (2-amino-ethanol), CN1CCOCC1 (N-methylmorpholine), O.ON1N=NC2=C1C=CC=C2 (1-hydroxybenzotriazole hydrate), Cl.CN(CCCN=C=NCC)C (N-(3-dimethylaminopropyl)-N′-ethylcarbodiimide hydrochloride). Run in ClCCl (dichloromethane), CN(C=O)C (N,N-dimethylformamide), C(C)(=O)OCC (ethyl acetate). Reaction conditions: temperature 25 celsius, time 14 hour. Yields the product OCCNC(=O)C=1C=C2C(=NC1)NC(=C2)C(CC2CCCC2)C=2C=NC(=CC2)S(=O)(=O)C (2-[2-cyclopentyl-1-(6-methanesulfonyl-pyridin-3-yl)-ethyl]-1H-pyrrolo[2,3-b]pyridin-5-carboxylic acid(2-hydroxy-ethyl)-amide). The yield is 34.6%. As a reaction SMILES: [CH:1]1([CH2:6][CH:7]([C:18]2[NH:29][C:21]3=[N:22][CH:23]=[C:24]([C:26]([OH:28])=O)[CH:25]=[C:20]3[CH:19]=2)[C:8]2[CH:9]=[N:10][C:11]([S:14]([CH3:17])(=[O:16])=[O:15])=[CH:12][CH:13]=2)[CH2:5][CH2:4][CH2:3][CH2:2]1.[NH2:30][CH2:31][CH2:32][OH:33].CN1CCOCC1.O.ON1C2C=CC=CC=2N=N1.Cl.CN(C)CCCN=C=NCC>ClCCl.CN(C)C=O.C(OCC)(=O)C>[OH:33][CH2:32][CH2:31][NH:30][C:26]([C:24]1[CH:25]=[C:20]2[CH:19]=[C:18]([CH:7]([C:8]3[CH:9]=[N:10][C:11]([S:14]([CH3:17])(=[O:16])=[O:15])=[CH:12][CH:13]=3)[CH2:6][CH:1]3[CH2:2][CH2:3][CH2:4][CH2:5]3)[NH:29][C:21]2=[N:22][CH:23]=1)=[O:28] |f:3.4,5.6|. Procedure: To a solution of 2-[2-cyclopentyl-1-(6-methanesulfonyl-pyridin-3-yl)-ethyl]-1H-pyrrolo[2,3-b]pyridin-5-carboxylic acid (80 mg, 0.19 mmol) and 2-amino-ethanol (14 uL, 0.23 mmol) in dichloromethane (1 mL), N,N-dimethylformamide (1 mL) and N-methylmorpholine (60 uL, 0.58 mmol) was added 1-hydroxybenzotriazole hydrate (54 mg, 0.39 mmol), followed by N-(3-dimethylaminopropyl)-N′-ethylcarbodiimide hydrochloride (75 mg, 0.39 mmol) in one portion. The mixture was then stirred at 25° C. for 14 h. The mix... Reactants: C(C)N1C(N(C2=C1C=CC(=C2)C=2C(=NNC2)C=2C=C(C=CC2)C)CC)=O (1,3-Diethyl-5-(3-m-tolyl-1H-pyrazol-4-yl)-1,3-dihydro-benzoimidazol-2-one), BrCC(=O)OC(C)(C)C (t-butyl bromoacetate), C([O-])(O)=O.[Na+] (sodium bicarbonate), [H-].[Na+] (sodium hydride). Solvent: O1CCOCC1 (dioxane). Conditions: time 1 hour. Yields the product C(C)(C)(C)OC(CN1N=C(C(=C1)C1=CC2=C(N(C(N2CC)=O)CC)C=C1)C=1C=C(C=CC1)C)=O ([4-(1,3-Diethyl-2-oxo-2,3-dihydro-1H-benzoimidazol-5-yl)-3-m-tolyl-pyrazol-1-yl]-acetic acid tert-butyl ester), C(C)(C)(C)OC(CN1N=CC(=C1C=1C=C(C=CC1)C)C1=CC2=C(N(C(N2CC)=O)CC)C=C1)=O ([4-(1,3-Diethyl-2-oxo-2,3-dihydro-1H-benzoimidazol-5-yl)-5-m-tolyl-pyrazol-1-yl]-acetic acid tert-butyl ester). Reaction SMILES: [CH2:1]([N:3]1[C:7]2[CH:8]=[CH:9][C:10]([C:12]3[C:13]([C:17]4[CH:18]=[C:19]([CH3:23])[CH:20]=[CH:21][CH:22]=4)=[N:14][NH:15][CH:16]=3)=[CH:11][C:6]=2[N:5]([CH2:24][CH3:25])[C:4]1=[O:26])[CH3:2].[H-].[Na+].Br[CH2:30][C:31]([O:33][C:34]([CH3:37])([CH3:36])[CH3:35])=[O:32].C(=O)(O)[O-].[Na+]>O1CCOCC1>[C:34]([O:33][C:31](=[O:32])[CH2:30][N:15]1[CH:16]=[C:12]([C:10]2[CH:9]=[CH:8][C:7]3[N:3]([CH2:1][CH3:2])[C:4](=[O:26])[N:5]([CH2:24][CH3:25])[C:6]=3[CH:11]=2)[C:13]([C:17]2[CH:18]=[C:19]([CH3:23])[CH:20]=[CH:21][CH:22]=2)=[N:14]1)([CH3:37])([CH3:36])[CH3:35].[C:34]([O:33][C:31](=[O:32])[CH2:30][N:14]1[C:13]([C:17]2[CH:18]=[C:19]([CH3:23])[CH:20]=[CH:21][CH:22]=2)=[C:12]([C:10]2[CH:9]=[CH:8][C:7]3[N:3]([CH2:1][CH3:2])[C:4](=[O:26])[N:5]([CH2:24][CH3:25])[C:6]=3[CH:11]=2)[CH:16]=[N:15]1)([CH3:37])([CH3:36])[CH3:35] |f:1.2,4.5|. Procedure: 1,3-Diethyl-5-(3-m-tolyl-1H-pyrazol-4-yl)-1,3-dihydro-benzoimidazol-2-one (310 mg, 0.896 mmol) was diluted with dioxane (4 mL) and treated with sodium hydride (61.4 mg, 60% oil dispersion). After stirring at 23° C. for 0.5 hour t-butyl bromoacetate (0.25 mL) was added and the mixture was allowed to stir for 1 hour then was poured onto saturated sodium bicarbonate and extracted with ethyl acetate. The organic layer was dried with sodium sulfate and concentrated. Silica gel chromatography gave [4-... RXN SMILES: [OH:39][C:40]([C:41]([F:42])([F:43])[F:44])=[O:45].[c:1]1(-[c:7]2[c:8]([C:35]([F:36])([F:37])[F:38])[c:9](-[c:12]3[n:13][c:14](-[c:17]4[cH:18][cH:19][c:20]([CH2:21][N:22]5[CH2:23][CH:24]([C:26](=[O:27])[O:28][C:29]([CH3:30])([CH3:31])[CH3:32])[CH2:25]5)[cH:33][cH:34]4)[n:15][o:16]3)[n:10][o:11]2)[cH:2][cH:3][cH:4][cH:5][cH:6]1>>[c:1]1(-[c:7]2[c:8]([C:35]([F:36])([F:37])[F:38])[c:9](-[c:12]3[n:13][c:14](-[c:17]4[cH:18][cH:19][c:20]([CH2:21][N:22]5[CH2:23][CH:24]([C:26](=[O:27])[OH:28])[CH2:25]5)[cH:33][cH:34]4)[n:15][o:16]3)[n:10][o:11]2)[cH:2][cH:3][cH:4][cH:5][cH:6]1. Starting materials: O=C(O)C(F)(F)F, CC(C)(C)OC(=O)C1CN(Cc2ccc(-c3noc(-c4noc(-c5ccccc5)c4C(F)(F)F)n3)cc2)C1. Product: O=C(O)C1CN(Cc2ccc(-c3noc(-c4noc(-c5ccccc5)c4C(F)(F)F)n3)cc2)C1. Starting materials: CN1C(=C(C2=CC=CC=C12)C=O)Cl (1-Methyl-2-chloroindole-3-carbaldehyde), C(=O)([O-])[O-].[K+].[K+] (K2CO3), SCC(=O)OC (methyl 2-mercaptoacetate). The product is CN1C2=C(C3=CC=CC=C13)C=C(S2)C(=O)OC (Methyl 8-methylthieno[2,3-b]indole-2-carboxylate). Reaction SMILES: [CH3:1][N:2]1[C:10]2[C:5](=[CH:6][CH:7]=[CH:8][CH:9]=2)[C:4]([CH:11]=O)=[C:3]1Cl.C([O-])([O-])=O.[K+].[K+].[SH:20][CH2:21][C:22]([O:24][CH3:25])=[O:23]>>[CH3:1][N:2]1[C:10]2[C:5](=[CH:6][CH:7]=[CH:8][CH:9]=2)[C:4]2[CH:11]=[C:21]([C:22]([O:24][CH3:25])=[O:23])[S:20][C:3]1=2 |f:1.2.3|. Procedure details: Prepared from (3) (9.6 g), K2CO3 (15 g) and methyl 2-mercaptoacetate (10 ml) yielding (6) (9.3 g), m.p. 133.5°-133.8° C. Starting materials: NC=1SC(=C(N1)C(=O)N1[C@H]2C[C@H]2C[C@H]1CN)C1=CC(=CC=C1)F ([2-amino-5-(3-fluoro-phenyl)-thiazol-4-yl]-((1S,3S,5S)-3-aminomethyl-2-aza-bicyclo[3.1.0]hex-2-yl)-methanone), FC1(OC2=C(O1)C=CC=C2C(=O)O)F (2,2-difluoro-benzo[1,3]dioxole-4-carboxylic acid). Product: NC=1SC(=C(N1)C(=O)N1[C@H]2C[C@H]2C[C@H]1CNC(=O)C1=CC=CC=2OC(OC21)(F)F)C2=CC(=CC=C2)F (2,2-difluoro-benzo[1,3]dioxole-4-carboxylic acid {(1S,3S,5S)-2-[2-amino-5-(3-fluoro-phenyl)-thiazole-4-carbonyl]-2-aza-bicyclo[3.1.0]hex-3-ylmethyl}-amide). Reaction SMILES: [NH2:1][C:2]1[S:3][C:4]([C:17]2[CH:22]=[CH:21][CH:20]=[C:19]([F:23])[CH:18]=2)=[C:5]([C:7]([N:9]2[C@H:14]([CH2:15][NH2:16])[CH2:13][C@H:12]3[C@@H:10]2[CH2:11]3)=[O:8])[N:6]=1.[F:24][C:25]1([F:37])[O:29][C:28]2[CH:30]=[CH:31][CH:32]=[C:33]([C:34](O)=[O:35])[C:27]=2[O:26]1>>[NH2:1][C:2]1[S:3][C:4]([C:17]2[CH:22]=[CH:21][CH:20]=[C:19]([F:23])[CH:18]=2)=[C:5]([C:7]([N:9]2[C@H:14]([CH2:15][NH:16][C:34]([C:33]3[C:27]4[O:26][C:25]([F:37])([F:24])[O:29][C:28]=4[CH:30]=[CH:31][CH:32]=3)=[O:35])[CH2:13][C@H:12]3[C@@H:10]2[CH2:11]3)=[O:8])[N:6]=1. Procedure: prepared by reaction of [2-amino-5-(3-fluoro-phenyl)-thiazol-4-yl]-((1S,3S,5S)-3-aminomethyl-2-aza-bicyclo[3.1.0]hex-2-yl)-methanone with 2,2-difluoro-benzo[1,3]dioxole-4-carboxylic acid. LC-MS (basic): tR=0.86 min; [M+H]+=517.1.